From a dataset of the Open Reaction Database (ORD), a public repository of structured organic reaction records. describe an organic reaction: reactants, conditions, products, and yield Starting materials: C([O-])([O-])=O.[K+].[K+] (potassium carbonate), Cl.CN(CC)CCCl (2-(N-methyl-N-ethylamino)ethyl chloride hydrochloride), COC1=CC=C(C=C1)[C@@H]1SC2=C(NC([C@@H]1OC(C1=C(C=C(C=C1)[N+](=O)[O-])Cl)=O)=O)C=CC=C2 ((-)-cis-2-(4-methoxyphenyl)-3-(2-chloro-4-nitrobenzoyloxy)-2,3-dihydro-1,5-benzothiazepin-4(5H)-one). Solvent: CC(=O)C (acetone). Yields the product C(C(=O)O)(=O)O.COC1=CC=C(C=C1)[C@@H]1SC2=C(N(C([C@@H]1OC(C1=C(C=C(C=C1)[N+](=O)[O-])Cl)=O)=O)CCN(CC)C)C=CC=C2 ((+)-cis-2-(4-methoxyphenyl)-3-(2-chloro-4-nitrobenzoyloxy)-5-[2-(N-methyl-N-ethylamino)ethyl]-2,3-dihydro-1,5-benzothiazepin-4(5H)-one oxalate). Yield: 181.8%. Reaction SMILES: [CH3:1][O:2][C:3]1[CH:8]=[CH:7][C:6]([C@H:9]2[C@@H:15]([O:16][C:17](=[O:28])[C:18]3[CH:23]=[CH:22][C:21]([N+:24]([O-:26])=[O:25])=[CH:20][C:19]=3[Cl:27])[C:14](=[O:29])[NH:13][C:12]3[CH:30]=[CH:31][CH:32]=[CH:33][C:11]=3[S:10]2)=[CH:5][CH:4]=1.[C:34](=[O:37])([O-:36])[O-].[K+].[K+].Cl.[CH3:41][N:42]([CH2:45][CH2:46]Cl)[CH2:43][CH3:44]>CC(C)=O>[C:17]([OH:28])(=[O:16])[C:34]([OH:36])=[O:37].[CH3:1][O:2][C:3]1[CH:4]=[CH:5][C:6]([C@H:9]2[C@@H:15]([O:16][C:17](=[O:28])[C:18]3[CH:23]=[CH:22][C:21]([N+:24]([O-:26])=[O:25])=[CH:20][C:19]=3[Cl:27])[C:14](=[O:29])[N:13]([CH2:44][CH2:43][N:42]([CH3:41])[CH2:45][CH3:46])[C:12]3[CH:30]=[CH:31][CH:32]=[CH:33][C:11]=3[S:10]2)=[CH:7][CH:8]=1 |f:1.2.3,4.5,7.8|. Reported procedure: 970 mg of (-)-cis-2-(4-methoxyphenyl)-3-(2-chloro-4-nitrobenzoyloxy)-2,3-dihydro-1,5-benzothiazepin-4(5H)-one are dissolved in 20 ml of acetone, and 690 mg of potassium carbonate and 410 mg of 2-(N-methyl-N-ethylamino)ethyl chloride hydrochloride are added thereto. The mixture is refluxed for 3 hour under stirring. After the reaction, the mixture is evaporated under reduced pressure to remove solvent. Ethyl acetate is added to the residue, and the mixture is washed with water. The ethyl acetate ... Reported procedure: 4.9 gm of 11-acryloyl-5,11-dihydro-6H-pyrido[2,3-b][1,4]benzodiazepin-6-one were after addition of 15 ml of piperidine, refluxed in 150 ml of dioxane for 2 hours. The solvent and excess amine were then distilled off in vacuo, and the residue was recrystallized from n-propanol. Starting materials: C(C=C)(=O)N1C2=C(NC(C3=C1C=CC=C3)=O)C=CC=N2 (11-acryloyl-5,11-dihydro-6H-pyrido[2,3-b][1,4]benzodiazepin-6-one), N1CCCCC1 (piperidine). Run in O1CCOCC1 (dioxane). The product is N1(CCCCC1)CCC(=O)N1C2=C(NC(C3=C1C=CC=C3)=O)C=CC=N2 (5,11-Dihydro-11-(3-piperidinopropionyl)-6H-pyrido [2,3-b][1,4]-benzodiazepin-6-one). Reaction SMILES: [C:1]([N:5]1[C:11]2[CH:12]=[CH:13][CH:14]=[CH:15][C:10]=2[C:9](=[O:16])[NH:8][C:7]2[CH:17]=[CH:18][CH:19]=[N:20][C:6]1=2)(=[O:4])[CH:2]=[CH2:3].[NH:21]1[CH2:26][CH2:25][CH2:24][CH2:23][CH2:22]1>O1CCOCC1>[N:21]1([CH2:3][CH2:2][C:1]([N:5]2[C:11]3[CH:12]=[CH:13][CH:14]=[CH:15][C:10]=3[C:9](=[O:16])[NH:8][C:7]3[CH:17]=[CH:18][CH:19]=[N:20][C:6]2=3)=[O:4])[CH2:26][CH2:25][CH2:24][CH2:23][CH2:22]1. Reactants: FC(C=1C=C(C=C(C1)C(F)(F)F)[C@@H](C)O[C@H]1OCC[C@H]([C@@H]1C1=CC(=C(C=C1)F)F)COS(=O)(=O)C)(F)F (methanesulfonic acid [(2R,3R,4R)-2-[(1R)-1-(3,5-bis(trifluoromethyl)-phenyl)ethoxy]-3-(3,4-difluorophenyl)-tetrahydropyran-4-yl]methyl ester), Cl.C1OCC(C12CCNCC2)O (2-oxa-8-aza-spiro[4.5]decan-4-ol hydrochloride), C([O-])([O-])=O.[K+].[K+] (potassium carbonate), C(C)#N (acetonitrile). Run in O (water). Run at temperature 55 celsius, time 8 hour. Yields the product FC(C=1C=C(C=C(C1)C(F)(F)F)[C@@H](C)O[C@H]1OCC[C@H]([C@@H]1C1=CC(=C(C=C1)F)F)CN1CCC2(C(COC2)O)CC1)(F)F ((4RS)-8-[(2R,3R,4R)-2-[(1R)-1-(3,5-Bis(trifluoromethyl)phenyl)ethoxy]-3-(3,4-difluorophenyl)-tetrahydropyran-4-yl]methyl-2-oxa-8-aza-spiro[4.5]decan-4-ol). As a reaction SMILES: [F:1][C:2]([F:37])([F:36])[C:3]1[CH:4]=[C:5]([C@H:13]([O:15][C@@H:16]2[C@@H:21]([C:22]3[CH:27]=[CH:26][C:25]([F:28])=[C:24]([F:29])[CH:23]=3)[C@H:20]([CH2:30]OS(C)(=O)=O)[CH2:19][CH2:18][O:17]2)[CH3:14])[CH:6]=[C:7]([C:9]([F:12])([F:11])[F:10])[CH:8]=1.Cl.[CH2:39]1[C:43]2([CH2:48][CH2:47][NH:46][CH2:45][CH2:44]2)[CH:42]([OH:49])[CH2:41][O:40]1.C(=O)([O-])[O-].[K+].[K+].C(#N)C>O>[F:1][C:2]([F:36])([F:37])[C:3]1[CH:4]=[C:5]([C@H:13]([O:15][C@@H:16]2[C@@H:21]([C:22]3[CH:27]=[CH:26][C:25]([F:28])=[C:24]([F:29])[CH:23]=3)[C@H:20]([CH2:30][N:46]3[CH2:45][CH2:44][C:43]4([CH2:39][O:40][CH2:41][CH:42]4[OH:49])[CH2:48][CH2:47]3)[CH2:19][CH2:18][O:17]2)[CH3:14])[CH:6]=[C:7]([C:9]([F:11])([F:12])[F:10])[CH:8]=1 |f:1.2,3.4.5|. Procedure: A mixture of methanesulfonic acid [(2R,3R,4R)-2-[(1R)-1-(3,5-bis(trifluoromethyl)-phenyl)ethoxy]-3-(3,4-difluorophenyl)-tetrahydropyran-4-yl]methyl ester (Description 16; 0.275 g, 0.49 mmol), 2-oxa-8-aza-spiro[4.5]decan-4-ol hydrochloride (Description 8; 0.1 g, 0.37 mmol), potassium carbonate (237 g, 1.7 mmol) and acetonitrile (3 ml) was stirred at 55° C. overnight and then at 65° C. for 18 hours. The mixture was treated with water and extracted into dichloromethane. The combined organic extract... Reactants: ClCCCl, CNOC, CCOC(C)=O, CC(C)Nc1nc2cc(C(=O)O)ccc2n2c(=O)[nH]nc12, Cl, CN(C)C=O, On1nnc2ccccc21. Yields the product CON(C)C(=O)c1ccc2c(c1)nc(NC(C)C)c1n[nH]c(=O)n12. As a reaction SMILES: [CH2:37]([Cl:38])[CH2:39][Cl:40].[CH3:23][NH:24][O:25][CH3:26].[CH3:46][CH2:47][O:48][C:49]([CH3:50])=[O:51].[CH:1]([CH3:2])([CH3:3])[NH:4][c:5]1[c:6]2[n:7]([c:8]3[cH:9][cH:10][c:11]([C:15](=[O:16])[OH:17])[cH:12][c:13]3[n:14]1)[c:18](=[O:21])[nH:19][n:20]2.[ClH:22].[O:41]=[CH:42][N:43]([CH3:44])[CH3:45].[OH:27][n:28]1[c:29]2[c:30]([cH:31][cH:32][cH:33][cH:34]2)[n:35][n:36]1>>[CH:1]([CH3:2])([CH3:3])[NH:4][c:5]1[c:6]2[n:7]([c:8]3[cH:9][cH:10][c:11]([C:15](=[O:16])[N:24]([CH3:23])[O:25][CH3:26])[cH:12][c:13]3[n:14]1)[c:18](=[O:21])[nH:19][n:20]2.